This data is from the Open Reaction Database (ORD), a public repository of structured organic reaction records. The task is: describe an organic reaction: reactants, conditions, products, and yield Reactants: [H-].[Na+] (NaH), ClC1=NC(=NC=C1)SC (4-chloro-2-(methylthio)pyrimidine), BrC1=C(C=O)C=CC=C1C (2-bromo-3-methylbenzaldehyde), [I-].CN1C=[N+](C=C1)C (1,3-dimethyl-1H-imidazol-3-ium iodide), ice water. Run in C1CCOC1 (THF). Yields the product BrC1=C(C=CC=C1C)C(=O)C1=NC(=NC=C1)SC ((2-bromo-3-methylphenyl)(2-(methylthio)pyrimidin-4-yl)methanone). RXN SMILES: Cl[C:2]1[CH:7]=[CH:6][N:5]=[C:4]([S:8][CH3:9])[N:3]=1.[Br:10][C:11]1[C:18]([CH3:19])=[CH:17][CH:16]=[CH:15][C:12]=1[CH:13]=[O:14].[I-].CN1C=C[N+](C)=C1.[H-].[Na+]>C1COCC1>[Br:10][C:11]1[C:18]([CH3:19])=[CH:17][CH:16]=[CH:15][C:12]=1[C:13]([C:2]1[CH:7]=[CH:6][N:5]=[C:4]([S:8][CH3:9])[N:3]=1)=[O:14] |f:2.3,4.5|. Reported procedure: To a mixture of 4-chloro-2-(methylthio)pyrimidine (0.36 mL, 3.11 mmol), 2-bromo-3-methylbenzaldehyde (0.744 g, 3.74 mmol), and 1,3-dimethyl-1H-imidazol-3-ium iodide (0.697 g, 3.11 mmol) in THF (3 mL) was added NaH (0.149 g, 3.74 mmol) and the resulting mixture was refluxed for 30 min. Product was observed and the reaction went to completion. The mixture was brought to RT and poured into ice-water, extracted with DCM and purified using hexanes to afford a light yellow solid as (2-bromo-3-methylph... Reactants: CC(C)(C)OC(=O)N1CCC(=O)CC1, COc1ccc2[nH]cc(CCCCCl)c2c1, c1ccc2c(C3CCNCC3)c[nH]c2c1, c1ccc2[nH]ccc2c1. The product is COc1ccc2[nH]cc(CCCCN3CCC(c4c[nH]c5ccccc45)CC3)c2c1, Cl. RXN SMILES: [C:32]([N:33]1[CH2:34][CH2:35][C:36](=[O:37])[CH2:38][CH2:39]1)([O:40][C:41]([CH3:42])([CH3:43])[CH3:44])=[O:45].[Cl:1][CH2:2][CH2:3][CH2:4][CH2:5][c:6]1[cH:7][nH:8][c:9]2[cH:10][cH:11][c:12]([O:15][CH3:16])[cH:13][c:14]12.[nH:17]1[cH:18][c:19]([CH:26]2[CH2:27][CH2:28][NH:29][CH2:30][CH2:31]2)[c:20]2[cH:21][cH:22][cH:23][cH:24][c:25]12.[nH:46]1[c:47]2[c:48]([cH:49][cH:50][cH:51][cH:52]2)[cH:53][cH:54]1>>[CH2:2]([CH2:3][CH2:4][CH2:5][c:6]1[cH:7][nH:8][c:9]2[cH:10][cH:11][c:12]([O:15][CH3:16])[cH:13][c:14]12)[N:29]1[CH2:28][CH2:27][CH:26]([c:19]2[cH:18][nH:17][c:25]3[c:20]2[cH:21][cH:22][cH:23][cH:24]3)[CH2:31][CH2:30]1.[ClH:1]. Reactants: O[C@@H]1COCC1 ((S)-(+)-3-Hydroxytetrahydrofuran), FC1=C(C=CC(=C1)F)[N+](=O)[O-] (2,4-difluornitrobenzol). Yields the product FC=1C=CC(=C(O[C@@H]2COCC2)C1)[N+](=O)[O-] ((S)-3-(5-fluoro-2-nitrophenoxy)tetrahydrofuran). As a reaction SMILES: [OH:1][C@H:2]1[CH2:6][CH2:5][O:4][CH2:3]1.F[C:8]1[CH:13]=[C:12]([F:14])[CH:11]=[CH:10][C:9]=1[N+:15]([O-:17])=[O:16]>>[F:14][C:12]1[CH:11]=[CH:10][C:9]([N+:15]([O-:17])=[O:16])=[C:8]([CH:13]=1)[O:1][C@H:2]1[CH2:6][CH2:5][O:4][CH2:3]1. Procedure: Prepared analogously to example I.1 from (S)-(+)-3-Hydroxytetrahydrofuran and 2,4-difluornitrobenzol Starting materials: C#Cc1ccc2c(c1)C(C)(C)CCO2, CCCCCC, [Cl-], [Cl-], CCOC(=O)c1ccc(Cl)nc1, C1CCOC1, [Zn+2]. Product: CCOC(=O)c1ccc(C#Cc2ccc3c(c2)C(C)(C)CCO3)nc1. As a reaction SMILES: [CH3:1][C:2]1([CH3:14])[CH2:3][CH2:4][O:5][c:6]2[cH:7][cH:8][c:9]([C:12]#[CH:13])[cH:10][c:11]21.[CH3:32][CH2:33][CH2:34][CH2:35][CH2:36][CH3:37].[Cl-:38].[Cl-:40].[Cl:15][c:16]1[n:17][cH:18][c:19]([C:20](=[O:21])[O:22][CH2:23][CH3:24])[cH:25][cH:26]1.[O:27]1[CH2:28][CH2:29][CH2:30][CH2:31]1.[Zn+2:39]>>[CH3:1][C:2]1([CH3:14])[CH2:3][CH2:4][O:5][c:6]2[cH:7][cH:8][c:9]([C:12]#[C:13][c:16]3[n:17][cH:18][c:19]([C:20](=[O:21])[O:22][CH2:23][CH3:24])[cH:25][cH:26]3)[cH:10][c:11]21. The reactants are OCCCSC1=C(SC=2N(C(N(C(C21)=O)C)=O)CC(C)C)C(=O)C=2C=NC=CC2 (5-[(3-Hydroxypropyl)thio]-3-methyl-1-(2-methylpropyl)-6-[(pyridin-3-yl)carbonyl]thieno[2,3-d]pyrimidine-2,4(1H,3H)-dione), [BH4-].[Na+] (sodium borohydride). The solvent is C(C)O (ethanol). Reaction conditions: time 2 hour. Yields the product OCCCSC1=C(SC=2N(C(N(C(C21)=O)C)=O)CC(C)C)C(C=2C=NC=CC2)O (5-[(3-Hydroxypropyl)thio]-3-methyl-1-(2-methylpropyl)-6-[1-hydroxy-1-(pyridin-3-yl)methyl]thieno[2,3-d]pyrimidine-2,4(1H,3H)-dione). Reaction SMILES: [OH:1][CH2:2][CH2:3][CH2:4][S:5][C:6]1[C:14]2[C:13](=[O:15])[N:12]([CH3:16])[C:11](=[O:17])[N:10]([CH2:18][CH:19]([CH3:21])[CH3:20])[C:9]=2[S:8][C:7]=1[C:22]([C:24]1[CH:25]=[N:26][CH:27]=[CH:28][CH:29]=1)=[O:23].[BH4-].[Na+]>C(O)C>[OH:1][CH2:2][CH2:3][CH2:4][S:5][C:6]1[C:14]2[C:13](=[O:15])[N:12]([CH3:16])[C:11](=[O:17])[N:10]([CH2:18][CH:19]([CH3:21])[CH3:20])[C:9]=2[S:8][C:7]=1[CH:22]([OH:23])[C:24]1[CH:25]=[N:26][CH:27]=[CH:28][CH:29]=1 |f:1.2|. Procedure details: To a solution of 5-[(3-hydroxypropyl)thio]-3-methyl-1-(2-methylpropyl)-6-[(pyridin-3-yl)carbonyl]thieno[2,3-d]pyrimidine-2,4(1H,3H)-dione (0.35 g, Example 37) in dry ethanol (40 ml) at 0° C. was added sodium borohydride (0.03 g). The reaction was allowed to warm to room temperature and stirred for 2 hours. The solution was concentrated under reduced pressure. The residue was partitioned between ethyl acetate and water. The organic layer was dried over anhydrous magnesium sulfate, filtered and co... Starting materials: CC(C)N, CCNS(=O)(=O)c1cc(C(=O)O)c(Cl)cc1F, O=C(O)c1ccc(F)c(S(=O)(=O)Cl)c1. Product: CC(C)NS(=O)(=O)c1cc(C(=O)O)c(Cl)cc1F. Reaction SMILES: [CH3:15][CH:16]([CH3:17])[NH2:18].[Cl:19][c:20]1[c:21]([C:22](=[O:23])[OH:24])[cH:25][c:26]([S:30](=[O:31])(=[O:32])[NH:33][CH2:34][CH3:35])[c:27]([F:29])[cH:28]1.[Cl:1][S:2]([c:3]1[cH:4][c:5]([C:10]([OH:11])=[O:12])[cH:6][cH:7][c:8]1[F:9])(=[O:13])=[O:14]>>[CH3:15][CH:16]([CH3:17])[NH:18][S:30]([c:26]1[cH:25][c:21]([C:22](=[O:23])[OH:24])[c:20]([Cl:19])[cH:28][c:27]1[F:29])(=[O:31])=[O:32]. The reactants are C(C1=CC=CC=C1)N1C2=CC=C(C=C2C=2C(=CC=CC12)O)Cl (9-Benzyl-6-chloro-9H-carbazol-4-ol), Cl.C(C)N(CCCl)CC (2-diethylaminoethylchloride hydrochloride), C([O-])([O-])=O.[K+].[K+] (potassium carbonate), [I-].[Na+] (sodium iodide). Run in CN(C)C=O (DMF). The product is C(C1=CC=CC=C1)N1C2=CC=C(C=C2C=2C(=CC=CC12)OCCN(CC)CC)Cl (N-{2-[(9-Benzyl-6-chloro-9H-carbazol-4-yl)oxy]ethyl}-N,N-diethylamine). Yield: 81.7%. As a reaction SMILES: [CH2:1]([N:8]1[C:20]2[CH:19]=[CH:18][CH:17]=[C:16]([OH:21])[C:15]=2[C:14]2[C:9]1=[CH:10][CH:11]=[C:12]([Cl:22])[CH:13]=2)[C:2]1[CH:7]=[CH:6][CH:5]=[CH:4][CH:3]=1.Cl.[CH2:24]([N:26]([CH2:30][CH3:31])[CH2:27][CH2:28]Cl)[CH3:25].C(=O)([O-])[O-].[K+].[K+].[I-].[Na+]>CN(C=O)C>[CH2:1]([N:8]1[C:20]2[CH:19]=[CH:18][CH:17]=[C:16]([O:21][CH2:25][CH2:24][N:26]([CH2:30][CH3:31])[CH2:27][CH3:28])[C:15]=2[C:14]2[C:9]1=[CH:10][CH:11]=[C:12]([Cl:22])[CH:13]=2)[C:2]1[CH:7]=[CH:6][CH:5]=[CH:4][CH:3]=1 |f:1.2,3.4.5,6.7|. Reported procedure: 9-Benzyl-6-chloro-9H-carbazol-4-ol (0.0616 g, 0.20 mmol), 2-diethylaminoethylchloride hydrochloride (0.0517 g, 0.30 mmol), potassium carbonate (0.0863 g, 0.62 mmol), sodium iodide (0.0027 g, 0.018 mmol) and DMF (1 mL) are heated at 85° C. for 3.5 h. After the mixture had cooled, it is partitioned between water and ether. The combined organic layers are dried over magnesium sulfate and concentrated to an oil. The oil is chromatographed on silica gel (60 mL) using methanol/dichloromethane (1/99 to...